Dataset: the Open Reaction Database (ORD), a public repository of structured organic reaction records. Task: describe an organic reaction: reactants, conditions, products, and yield Starting materials: CN(C)C=O, O=C(O)c1cccnc1Oc1cccc(F)c1, CC(C)(O)c1ccc(CN)cc1, O, O, On1nnc2ccccc21. Yields the product CC(C)(O)c1ccc(CNC(=O)c2cccnc2Oc2cccc(F)c2)cc1. RXN SMILES: [CH3:41][N:42]([CH3:43])[CH:44]=[O:45].[F:1][c:2]1[cH:3][c:4]([O:5][c:6]2[c:7]([C:8](=[O:9])[OH:10])[cH:11][cH:12][cH:13][n:14]2)[cH:15][cH:16][cH:17]1.[NH2:18][CH2:19][c:20]1[cH:21][cH:22][c:23]([C:26]([CH3:27])([CH3:28])[OH:29])[cH:24][cH:25]1.[OH2:30].[OH2:46].[OH:31][n:32]1[c:33]2[cH:34][cH:35][cH:36][cH:37][c:38]2[n:39][n:40]1>>[F:1][c:2]1[cH:3][c:4]([O:5][c:6]2[c:7]([C:8](=[O:10])[NH:18][CH2:19][c:20]3[cH:21][cH:22][c:23]([C:26]([CH3:27])([CH3:28])[OH:29])[cH:24][cH:25]3)[cH:11][cH:12][cH:13][n:14]2)[cH:15][cH:16][cH:17]1. Starting materials: Cc1ccc(N)cc1, CCOC(C)=O, O=[N+]([O-])c1ccc(O)cc1F. Product: Cc1ccc(Nc2cc(O)ccc2[N+](=O)[O-])cc1. As a reaction SMILES: [CH3:12][c:13]1[cH:14][cH:15][c:16]([NH2:17])[cH:18][cH:19]1.[CH3:20][CH2:21][O:22][C:23](=[O:24])[CH3:25].[F:1][c:2]1[cH:3][c:4]([OH:11])[cH:5][cH:6][c:7]1[N+:8](=[O:9])[O-:10]>>[c:2]1([NH:17][c:16]2[cH:15][cH:14][c:13]([CH3:12])[cH:19][cH:18]2)[cH:3][c:4]([OH:11])[cH:5][cH:6][c:7]1[N+:8](=[O:9])[O-:10]. The reactants are BrC=1C=C(C=NC1)COCCN1CCOCC1 (4-[2-(5-bromo-pyridin-3-ylmethoxy)-ethyl]-morpholine), C(=O)([O-])[O-].[Na+].[Na+] (Na2CO3), O (Water), CC1(OB(OC1(C)C)C=1C=C2CCCN(C2=NC1)C(=O)N)C (6-(4,4,5,5-tetramethyl-[1,3,2]dioxaborolan-2-yl)-3,4-dihydro-2H-[1,8]naphthyridine-1-carboxylic acid amide). Reagents/catalysts: C1=CC=C(C=C1)P(C2=CC=CC=C2)[C]3[CH][CH][CH][CH]3.C1=CC=C(C=C1)P(C2=CC=CC=C2)[C]3[CH][CH][CH][CH]3.Cl[Pd]Cl.[Fe] (PdCl2(DPPF)). Solvent: O1CCOCC1 (1,4-dioxane). Run at temperature 90 celsius. The product is O1CCN(CC1)CCOCC=1C=C(C=NC1)C=1C=C2CCCN(C2=NC1)C(=O)N (6-[5-(2-morpholinoethoxymethyl)-3-pyridyl]-3,4-dihydro-2H-1,8-naphthyridine-1-carboxamide). As a reaction SMILES: CC1(C)C(C)(C)OB([C:9]2[CH:10]=[C:11]3[C:16](=[N:17][CH:18]=2)[N:15]([C:19]([NH2:21])=[O:20])[CH2:14][CH2:13][CH2:12]3)O1.Br[C:24]1[CH:25]=[C:26]([CH2:30][O:31][CH2:32][CH2:33][N:34]2[CH2:39][CH2:38][O:37][CH2:36][CH2:35]2)[CH:27]=[N:28][CH:29]=1.C([O-])([O-])=O.[Na+].[Na+].O>O1CCOCC1.C1C=CC(P([C]2[CH][CH][CH][CH]2)C2C=CC=CC=2)=CC=1.C1C=CC(P([C]2[CH][CH][CH][CH]2)C2C=CC=CC=2)=CC=1.Cl[Pd]Cl.[Fe]>[O:37]1[CH2:38][CH2:39][N:34]([CH2:33][CH2:32][O:31][CH2:30][C:26]2[CH:25]=[C:24]([C:9]3[CH:10]=[C:11]4[C:16](=[N:17][CH:18]=3)[N:15]([C:19]([NH2:21])=[O:20])[CH2:14][CH2:13][CH2:12]4)[CH:29]=[N:28][CH:27]=2)[CH2:35][CH2:36]1 |f:2.3.4,7.8.9.10,^1:57,58,59,60,61,75,76,77,78,79|. Procedure details: To a sealed tube which contained the crude 6-(4,4,5,5-tetramethyl-[1,3,2]dioxaborolan-2-yl)-3,4-dihydro-2H-[1,8]naphthyridine-1-carboxylic acid amide (generated according to the procedure for Step 3 of Example 16 in 5 ml 1,4-dioxane, 0.78 mmol) is added 4-[2-(5-bromo-pyridin-3-ylmethoxy)-ethyl]-morpholine (282 mg, 0.937 mmol), Na2CO3 (166 mg, 1.56 mmol) and Water (0.5 ml). The mixture is bubbled with Ar for 5 min. Then PdCl2(DPPF) (57.1 mg, 0.078 mmol) is added. The mixture is then bubbled with ... The reactants are C(C)(=O)C=1C=C(CC=2C(N(C(=NC2C)CCC)CC2=CC=C(C=C2)C2=C(C=CC=C2)C2=NOC(N2)=O)=O)C=CC1 (5-(3-acetylbenzyl)-6-methyl-3-{[2′-(5-oxo-4,5-dihydro-1,2,4-oxadiazol-3-yl)biphenyl-4-yl]methyl}-2-propylpyrimidin-4(3H)-one), [BH4-].[Na+] (sodium borohydride). Solvent: C(C)(=O)OCC (ethyl acetate), O1C(CCC1)CO (tetrahydrofuran-methanol). Reaction conditions: time 30 minute. Yields the product OC(C)C=1C=C(CC=2C(N(C(=NC2C)CCC)CC2=CC=C(C=C2)C2=C(C=CC=C2)C2=NOC(N2)=O)=O)C=CC1 (5-[3-(1-hydroxyethyl)benzyl]-6-methyl-3-{[2′-(5-oxo-4,5-dihydro-1,2,4-oxadiazol-3-yl)biphenyl-4-yl]methyl}-2-propylpyrimidin-4(3H)-one). Isolated yield 69.7%. Reaction SMILES: [C:1]([C:4]1[CH:5]=[C:6]([CH:38]=[CH:39][CH:40]=1)[CH2:7][C:8]1[C:9](=[O:37])[N:10]([CH2:18][C:19]2[CH:24]=[CH:23][C:22]([C:25]3[CH:30]=[CH:29][CH:28]=[CH:27][C:26]=3[C:31]3[NH:35][C:34](=[O:36])[O:33][N:32]=3)=[CH:21][CH:20]=2)[C:11]([CH2:15][CH2:16][CH3:17])=[N:12][C:13]=1[CH3:14])(=[O:3])[CH3:2].[BH4-].[Na+]>O1CCCC1CO.C(OCC)(=O)C>[OH:3][CH:1]([C:4]1[CH:5]=[C:6]([CH:38]=[CH:39][CH:40]=1)[CH2:7][C:8]1[C:9](=[O:37])[N:10]([CH2:18][C:19]2[CH:24]=[CH:23][C:22]([C:25]3[CH:30]=[CH:29][CH:28]=[CH:27][C:26]=3[C:31]3[NH:35][C:34](=[O:36])[O:33][N:32]=3)=[CH:21][CH:20]=2)[C:11]([CH2:15][CH2:16][CH3:17])=[N:12][C:13]=1[CH3:14])[CH3:2] |f:1.2|. Procedure: To a solution of 5-(3-acetylbenzyl)-6-methyl-3-{[2′-(5-oxo-4,5-dihydro-1,2,4-oxadiazol-3-yl)biphenyl-4-yl]methyl}-2-propylpyrimidin-4(3H)-one (0.20 g) in tetrahydrofuran-methanol (1:1, 4 mL) was added sodium borohydride (0.014 g), and the mixture was stirred for 30 min. The reaction mixture was diluted with ethyl acetate, washed with 1 M hydrochloric acid, saturated aqueous sodium hydrogen carbonate and saturated brine, and dried over anhydrous sodium sulfate. The solvent was evaporated under re... The product is C(C)N(C1=NC2=CC=CC=C2C=C1CO)C[C@@H]1CC[C@H](CC1)CC(=O)OCC (ethyl trans-[4-({N-ethyl-N-[3-(hydroxymethyl)quinolin-2-yl]amino}methyl)cyclohexyl]acetate). Procedure: A suspension of 2-chloroquinoline-3-carbaldehyde (93 mg, 0.49 mmol), ethyl trans-{4-[(N-ethylamino)methyl]cyclohexyl}acetate (165 mg, 0.73 mmol) and potassium carbonate (134 mg, 0.97 mmol) in toluene (2 mL) is stirred and refluxed for 3 days. The reaction mixture is cooled to room temperature, diluted with water and ethyl acetate. The organic layer is washed with brine, dried over magnesium sulfate, filtered and concentrated. The crude residue is dissolved with ethanol (1.5 mL) and treated with ... As a reaction SMILES: Cl[C:2]1[C:11]([CH:12]=[O:13])=[CH:10][C:9]2[C:4](=[CH:5][CH:6]=[CH:7][CH:8]=2)[N:3]=1.[CH2:14]([NH:16][CH2:17][C@H:18]1[CH2:23][CH2:22][C@H:21]([CH2:24][C:25]([O:27][CH2:28][CH3:29])=[O:26])[CH2:20][CH2:19]1)[CH3:15].C(=O)([O-])[O-].[K+].[K+].[BH4-].[Na+].[Cl-].[NH4+]>C1(C)C=CC=CC=1.O.C(OCC)(=O)C>[CH2:14]([N:16]([CH2:17][C@H:18]1[CH2:23][CH2:22][C@H:21]([CH2:24][C:25]([O:27][CH2:28][CH3:29])=[O:26])[CH2:20][CH2:19]1)[C:2]1[C:11]([CH2:12][OH:13])=[CH:10][C:9]2[C:4](=[CH:5][CH:6]=[CH:7][CH:8]=2)[N:3]=1)[CH3:15] |f:2.3.4,5.6,7.8|. The reactants are [BH4-].[Na+] (sodium borohydride), ClC1=NC2=CC=CC=C2C=C1C=O (2-chloroquinoline-3-carbaldehyde), C(C)NC[C@@H]1CC[C@H](CC1)CC(=O)OCC (ethyl trans-{4-[(N-ethylamino)methyl]cyclohexyl}acetate), C([O-])([O-])=O.[K+].[K+] (potassium carbonate), [Cl-].[NH4+] (ammonium chloride). Solvent: O (water), C(C)(=O)OCC (ethyl acetate), C1(=CC=CC=C1)C (toluene), O (water). The reactants are OC(c1ccc(Br)cc1)(C(F)(F)F)C(F)(F)F, Cc1ccccc1, CC(C)(C)[O-], CC(C)Oc1cccc(OC(C)C)c1-c1ccccc1P(C1CCCCC1)C1CCCCC1, Cl, [Na+], O=C(C=Cc1ccccc1)C=Cc1ccccc1, O=C(C=Cc1ccccc1)C=Cc1ccccc1, O=S(=O)(c1cccs1)N1CCNC(CC2CCOCC2)C1, O=C(C=Cc1ccccc1)C=Cc1ccccc1, O, [Pd], [Pd]. The product is O=S(=O)(c1cccs1)N1CCN(c2ccc(C(O)(C(F)(F)F)C(F)(F)F)cc2)C(CC2CCOCC2)C1. Reaction SMILES: [Br:23][c:24]1[cH:25][cH:26][c:27]([C:30]([C:31]([F:32])([F:33])[F:34])([C:35]([F:36])([F:37])[F:38])[OH:39])[cH:28][cH:29]1.[CH3:136][c:137]1[cH:138][cH:139][cH:140][cH:141][cH:142]1.[CH3:40][C:41]([CH3:42])([O-:43])[CH3:44].[CH:46]1([P:47]([CH:48]2[CH2:49][CH2:50][CH2:51][CH2:52][CH2:53]2)[c:54]2[cH:55][cH:56][cH:57][cH:58][c:59]2-[c:60]2[c:61]([O:62][CH:63]([CH3:64])[CH3:65])[cH:66][cH:67][cH:68][c:69]2[O:70][CH:71]([CH3:72])[CH3:73])[CH2:74][CH2:75][CH2:76][CH2:77][CH2:78]1.[ClH:1].[Na+:45].[O:100]=[C:101]([CH:102]=[CH:103][c:104]1[cH:105][cH:106][cH:107][cH:108][cH:109]1)[CH:110]=[CH:111][c:112]1[cH:113][cH:114][cH:115][cH:116][cH:117]1.[O:118]=[C:119]([CH:120]=[CH:121][c:122]1[cH:123][cH:124][cH:125][cH:126][cH:127]1)[CH:128]=[CH:129][c:130]1[cH:131][cH:132][cH:133][cH:134][cH:135]1.[O:2]1[CH2:3][CH2:4][CH:5]([CH2:8][CH:9]2[CH2:10][N:11]([S:15](=[O:16])(=[O:17])[c:18]3[s:19][cH:20][cH:21][cH:22]3)[CH2:12][CH2:13][NH:14]2)[CH2:6][CH2:7]1.[O:82]=[C:83]([CH:84]=[CH:85][c:86]1[cH:87][cH:88][cH:89][cH:90][cH:91]1)[CH:92]=[CH:93][c:94]1[cH:95][cH:96][cH:97][cH:98][cH:99]1.[OH2:79].[Pd:80].[Pd:81]>>[O:2]1[CH2:3][CH2:4][CH:5]([CH2:8][CH:9]2[CH2:10][N:11]([S:15](=[O:16])(=[O:17])[c:18]3[s:19][cH:20][cH:21][cH:22]3)[CH2:12][CH2:13][N:14]2[c:24]2[cH:25][cH:26][c:27]([C:30]([C:31]([F:32])([F:33])[F:34])([C:35]([F:36])([F:37])[F:38])[OH:39])[cH:28][cH:29]2)[CH2:6][CH2:7]1. Starting materials: Cl (hydrochloric acid), [F-].[Cs+] (caesium fluoride), C[Si](C)(C)N=C=N[Si](C)(C)C (bis(trimethylsilyl)carbodiimide), C(C)(C)(C)OC(=O)NC1=C(C=C(C=C1)C1(CC1)C(=O)OCC)C(C(=O)N1CC2=CC=CC=C2C1)=O (ethyl 1-[4-(tert-butoxycarbonylamino)-3-(2-isoindolin-2-yl-2-oxoacetyl)phenyl]cyclopropanecarboxylate). Reaction conditions: time 15 minute. Procedure: 670 mg of ethyl 1-[4-(tert-butoxycarbonylamino)-3-(2-isoindolin-2-yl-2-oxoacetyl)phenyl]cyclopropanecarboxylate are dissolved in 15 ml of acetonitrile under argon. 213 mg of caesium fluoride and 380 μl of bis(trimethylsilyl)carbodiimide are added to the solution. The mixture is stirred at room temperature for 15 min, and 2.7 ml of hydrochloric acid (1N) are then added, with the product precipitating as white solid. Yield: 510 mg (91%) of ethyl 1-[2-amino-4-(isoindoline-2-carbonyl)quinazolin-6-yl... Run in C(C)#N (acetonitrile). The product is NC1=NC2=CC=C(C=C2C(=N1)C(=O)N1CC2=CC=CC=C2C1)C1(CC1)C(=O)OCC (Ethyl 1-[2-amino-4-(isoindoline-2-carbonyl)quinazolin-6-yl]cyclopropanecarboxylate). RXN SMILES: C(OC([NH:8][C:9]1[CH:14]=[CH:13][C:12]([C:15]2([C:18]([O:20][CH2:21][CH3:22])=[O:19])[CH2:17][CH2:16]2)=[CH:11][C:10]=1[C:23](=O)[C:24]([N:26]1[CH2:34][C:33]2[C:28](=[CH:29][CH:30]=[CH:31][CH:32]=2)[CH2:27]1)=[O:25])=O)(C)(C)C.[F-].[Cs+].C[Si]([N:42]=[C:43]=[N:44][Si](C)(C)C)(C)C.Cl>C(#N)C>[NH2:42][C:43]1[N:44]=[C:23]([C:24]([N:26]2[CH2:27][C:28]3[C:33](=[CH:32][CH:31]=[CH:30][CH:29]=3)[CH2:34]2)=[O:25])[C:10]2[C:9](=[CH:14][CH:13]=[C:12]([C:15]3([C:18]([O:20][CH2:21][CH3:22])=[O:19])[CH2:17][CH2:16]3)[CH:11]=2)[N:8]=1 |f:1.2|. Reactants: C(C1=CC=CC=C1)C=1OC2=C(C1C1=CC=C(C=C1)C1=CC=C(C=C1)O)C=CC=C2 (4′-(2-benzyl-benzofuran-3-yl)-biphenyl-4-ol), ClS(=O)(=O)C=1C=C(C(=O)O)C=CC1 (3-chlorosulfonyl-benzoic acid). The product is C(C1=CC=CC=C1)C=1OC2=C(C1C1=CC=C(C=C1)C1=CC=C(C=C1)OS(=O)(=O)C=1C=C(C(=O)O)C=CC1)C=CC=C2 (3-[4′-(2-Benzyl-benzofuran-3-yl)-biphenyl-4-yloxysulfonyl]-benzoic acid). As a reaction SMILES: [CH2:1]([C:8]1[O:9][C:10]2[CH:29]=[CH:28][CH:27]=[CH:26][C:11]=2[C:12]=1[C:13]1[CH:18]=[CH:17][C:16]([C:19]2[CH:24]=[CH:23][C:22]([OH:25])=[CH:21][CH:20]=2)=[CH:15][CH:14]=1)[C:2]1[CH:7]=[CH:6][CH:5]=[CH:4][CH:3]=1.Cl[S:31]([C:34]1[CH:35]=[C:36]([CH:40]=[CH:41][CH:42]=1)[C:37]([OH:39])=[O:38])(=[O:33])=[O:32]>>[CH2:1]([C:8]1[O:9][C:10]2[CH:29]=[CH:28][CH:27]=[CH:26][C:11]=2[C:12]=1[C:13]1[CH:18]=[CH:17][C:16]([C:19]2[CH:24]=[CH:23][C:22]([O:25][S:31]([C:34]3[CH:35]=[C:36]([CH:40]=[CH:41][CH:42]=3)[C:37]([OH:39])=[O:38])(=[O:33])=[O:32])=[CH:21][CH:20]=2)=[CH:15][CH:14]=1)[C:2]1[CH:3]=[CH:4][CH:5]=[CH:6][CH:7]=1. Procedure details: The title compound was prepared from of 4′-(2-benzyl-benzofuran-3-yl)-biphenyl-4-ol and 3-chlorosulfonyl-benzoic acid, in substantially the same manner, as described in Example 1 step g, and was obtained as a white solid, mp 169-171° C.; MS m/e 559 (M-H)+; The reactants are C(C1=CC=CC=C1)NC(C(COC)N)=O (N-Benzyl-2-Amino-3-Methoxypropionamide), N1=CC=CC=C1 (pyridine), C(C)(=O)OC(C)=O (acetic anhydride). The solvent is C1CCOC1 (THF). Reaction conditions: time 18 hour. The product is C(C1=CC=CC=C1)NC(C(COC)NC(C)=O)=O (N-Benzyl-2-Acetamido-3-Methoxypropionamide). As a reaction SMILES: [CH2:1]([NH:8][C:9](=[O:15])[CH:10]([NH2:14])[CH2:11][O:12][CH3:13])[C:2]1[CH:7]=[CH:6][CH:5]=[CH:4][CH:3]=1.N1C=CC=CC=1.[C:22](OC(=O)C)(=[O:24])[CH3:23]>C1COCC1>[CH2:1]([NH:8][C:9](=[O:15])[CH:10]([NH:14][C:22](=[O:24])[CH3:23])[CH2:11][O:12][CH3:13])[C:2]1[CH:7]=[CH:6][CH:5]=[CH:4][CH:3]=1. Procedure: To a solution of 13 (0.20 g, 0.98 mmol) in dry THF (2.0 mL) is added pyridine (0.086 g, 1.08 mmol), and then acetic anhydride (0.2 g, 1.96 mmol) is added dropwise. The reaction is stirred at room temperature for 18 hours. The solvent is evaporated in vacuo and the residue purified by flash column chromatography to obtain the above compound as the R isomer.